The task is: describe an organic reaction: reactants, conditions, products, and yield. This data is from the Open Reaction Database (ORD), a public repository of structured organic reaction records. Reactants: [BH4-].[Na+] (NaBH4), ClC1=C(C=C(C=C1)CCC(=O)NC)C=O (3-(4-chloro-3-formyl-phenyl)-N-methyl-propionamide), C1(CC1)N (cyclopropylamine), C1(CC1)N (Cyclopropylamine). The solvent is CO (MeOH). Reaction conditions: time 2 hour. Product: ClC1=C(C=C(C=C1)CCC(=O)NC)CNC1CC1 (3-(4-Chloro-3-cyclopropylaminomethyl-phenyl)-N-methyl-propionamide). Yield: 75.3%. Reaction SMILES: [Cl:1][C:2]1[CH:7]=[CH:6][C:5]([CH2:8][CH2:9][C:10]([NH:12][CH3:13])=[O:11])=[CH:4][C:3]=1[CH:14]=O.[CH:16]1([NH2:19])[CH2:18][CH2:17]1.[BH4-].[Na+]>CO>[Cl:1][C:2]1[CH:7]=[CH:6][C:5]([CH2:8][CH2:9][C:10]([NH:12][CH3:13])=[O:11])=[CH:4][C:3]=1[CH2:14][NH:19][CH:16]1[CH2:18][CH2:17]1 |f:2.3|. Procedure details: A mixture of 3-(4-chloro-3-formyl-phenyl)-N-methyl-propionamide (2.30 g, 10.2 mmol) and cyclopropylamine (1.09 mL, 15.3 mmol) in MeOH (109 mL) was stirred for 2 h. Cyclopropylamine (0.364 mL, 5.09 mmol) was added, and the mixture was heated to reflux for 4 h. The mixture was allowed to cool down to rt, and NaBH4 (771 mg, 20.4 mmol) was added by portion. The mixture was stirred for 2 h at rt. The solvents were removed under reduced pressure, and the resulting oil was diluted with EtOAc (500 mL). ...